Task: describe an organic reaction: reactants, conditions, products, and yield. Dataset: the Open Reaction Database (ORD), a public repository of structured organic reaction records Starting materials: CCOCC, Cn1c(=O)cnn(-c2ccc(Cl)cc2F)c1=O, O=[N+]([O-])O, O=S(=O)(O)O. The product is Cn1c(=O)cnn(-c2cc([N+](=O)[O-])c(Cl)cc2F)c1=O. As a reaction SMILES: [CH3:22][CH2:23][O:24][CH2:25][CH3:26].[Cl:1][c:2]1[cH:3][c:4]([F:17])[c:5](-[n:8]2[n:9][cH:10][c:11](=[O:16])[n:12]([CH3:15])[c:13]2=[O:14])[cH:6][cH:7]1.[OH:18][N+:19]([O-:20])=[O:21].[S:27](=[O:28])(=[O:29])([OH:30])[OH:31]>>[Cl:1][c:2]1[cH:3][c:4]([F:17])[c:5](-[n:8]2[n:9][cH:10][c:11](=[O:16])[n:12]([CH3:15])[c:13]2=[O:14])[cH:6][c:7]1[N+:19](=[O:18])[O-:20]. The reactants are C(#N)C1=CC=C(C=C1)O (4-cyanophenol), C(=O)([O-])[O-].[K+].[K+] (K2CO3), ClCC#N (chloroacetonitrile), ice, C (charcoal). Run in CN(C=O)C (dimethylformamide), O (water), CC(Cl)(Cl)Cl (methylchloroform). Run at temperature 5 celsius, time 3 hour. Product: C(#N)C1=CC=C(OCC#N)C=C1 (4-cyanophenoxyacetonitrile). Reaction SMILES: [C:1]([C:3]1[CH:8]=[CH:7][C:6]([OH:9])=[CH:5][CH:4]=1)#[N:2].C([O-])([O-])=O.[K+].[K+].Cl[CH2:17][C:18]#[N:19].C>CC(Cl)(Cl)Cl.O.CN(C)C=O>[C:1]([C:3]1[CH:8]=[CH:7][C:6]([O:9][CH2:17][C:18]#[N:19])=[CH:5][CH:4]=1)#[N:2] |f:1.2.3|. Reported procedure: The compound of 4-cyanophenoxyacetonitrile was prepared by heating 29.8 g of 4-cyanophenol, 44.8 g of anhydrous K2CO3, 40 ml of dimethylformamide and 18.75 g of chloroacetonitrile with stirring in a round-bottomed three-necked flask at 70°-80° C. for 3 hours, after which time the reaction mixture was poured into an ice and water mixture, which resulted in crystal formation. The crystals were separated by filtering and were then washed with water. After drying a pale tan solid was obtained which ... Starting materials: FS(=O)(=O)OC (methyl fluorosulfonate), C(N)(=O)[C@H]1N(C[C@H](C1)SCC1=CC=C(C=C1)OC)C ((2S, 4S)-2-carbamoyl-4-(4-methoxybenzylthio)-1-methylpyrrolidine). Run in C(Cl)Cl (methylene chloride). Run at time 2 hour. Product: FS(=O)(=O)[O-].C(N)(=O)[C@H]1[N+](C[C@H](C1)SCC1=CC=C(C=C1)OC)(C)C ((2S, 4S)-2-Carbamoyl-4-(4-methoxybenzylthio)-1,1-dimethylpyrrolidinium fluorosulfonate). RXN SMILES: [F:1][S:2]([O:5][CH3:6])(=[O:4])=[O:3].[C:7]([C@@H:10]1[CH2:14][C@H:13]([S:15][CH2:16][C:17]2[CH:22]=[CH:21][C:20]([O:23][CH3:24])=[CH:19][CH:18]=2)[CH2:12][N:11]1[CH3:25])(=[O:9])[NH2:8]>C(Cl)Cl>[F:1][S:2]([O-:5])(=[O:4])=[O:3].[C:7]([C@@H:10]1[CH2:14][C@H:13]([S:15][CH2:16][C:17]2[CH:18]=[CH:19][C:20]([O:23][CH3:24])=[CH:21][CH:22]=2)[CH2:12][N+:11]1([CH3:6])[CH3:25])(=[O:9])[NH2:8] |f:3.4|. Procedure details: 0.123 ml of methyl fluorosulfonate was added, whilst ice-cooling, to a solution of 320 mg of (2S, 4S)-2-carbamoyl-4-(4-methoxybenzylthio)-1-methylpyrrolidine [prepared as described in step (6) or (6a) above] dissolved in 7 ml of dry methylene chloride. The mixture was then stirred at the same temperature for 20 minutes and at room temperature for 2 hours. At the end of this time, the solvent was removed by distillation under reduced pressure, and the residue was repeatedly washed by decantation ... Reactants: FC(C)C1=CC=C(C=C1)C1=NSC(=C1CO)C(F)(F)F ([3-[4-(1-fluoroethyl)phenyl]-5-(trifluoromethyl)-1,2-thiazol-4-yl]methanol), OC1=C(C(=C(C=C1)CCC(=O)OCC)C)C (ethyl 3-(4-hydroxy-2,3-dimethylphenyl)propanoate). Product: FC(C)C1=CC=C(C=C1)C1=NSC(=C1COC1=C(C(=C(C=C1)CCC(=O)O)C)C)C(F)(F)F (3-[4-([3-[4-(1-fluoroethyl)phenyl]-5-(trifluoromethyl)-1,2-thiazol-4-yl]methoxy)-2,3-dimethylphenyl]propanoic acid). RXN SMILES: [F:1][CH:2]([C:4]1[CH:9]=[CH:8][C:7]([C:10]2[C:14]([CH2:15][OH:16])=[C:13]([C:17]([F:20])([F:19])[F:18])[S:12][N:11]=2)=[CH:6][CH:5]=1)[CH3:3].O[C:22]1[CH:27]=[CH:26][C:25]([CH2:28][CH2:29][C:30]([O:32]CC)=[O:31])=[C:24]([CH3:35])[C:23]=1[CH3:36]>>[F:1][CH:2]([C:4]1[CH:9]=[CH:8][C:7]([C:10]2[C:14]([CH2:15][O:16][C:22]3[CH:27]=[CH:26][C:25]([CH2:28][CH2:29][C:30]([OH:32])=[O:31])=[C:24]([CH3:35])[C:23]=3[CH3:36])=[C:13]([C:17]([F:20])([F:19])[F:18])[S:12][N:11]=2)=[CH:6][CH:5]=1)[CH3:3]. Procedure details: The title compound was prepared according to the procedure described in Example 1 starting following Step 5 and 6 coupling [3-[4-(1-fluoroethyl)phenyl]-5-(trifluoromethyl)-1,2-thiazol-4-yl]methanol and ethyl 3-(4-hydroxy-2,3-dimethylphenyl)propanoate followed by hydrolysis to afford the desired product as an off-white solid. 1HNMR (300 MHz, CD3OD) δ 7.67 (d, J=8.1 Hz, 2H), 7.41 (d, J=8.1 Hz, 2H), 6.92 (d, J=8.1 Hz, 1H), 6.67 (d, J=8.4 Hz, 1H), 5.53-5.75 (m, 1H), 5.06 (s, 2H), 2.89 (t, J=7.5 Hz, ...